From a dataset of the Open Reaction Database (ORD), a public repository of structured organic reaction records. describe an organic reaction: reactants, conditions, products, and yield Reactants: COC(=O)Cn1c(C)cc2cc(F)ccc21, N#Cc1ccc(C=O)c(S(=O)(=O)c2ccccc2)c1. Product: COC(=O)Cn1c(C)c(Cc2ccc(C#N)cc2S(=O)(=O)c2ccccc2)c2cc(F)ccc21. RXN SMILES: [CH3:20][O:21][C:22]([CH2:23][n:24]1[c:25]([CH3:34])[cH:26][c:27]2[cH:28][c:29]([F:33])[cH:30][cH:31][c:32]12)=[O:35].[c:1]1([S:7](=[O:8])(=[O:9])[c:10]2[cH:11][c:12]([C:13]#[N:14])[cH:15][cH:16][c:17]2[CH:18]=[O:19])[cH:2][cH:3][cH:4][cH:5][cH:6]1>>[c:1]1([S:7](=[O:8])(=[O:9])[c:10]2[cH:11][c:12]([C:13]#[N:14])[cH:15][cH:16][c:17]2[CH2:18][c:26]2[c:25]([CH3:34])[n:24]([CH2:23][C:22]([O:21][CH3:20])=[O:35])[c:32]3[c:27]2[cH:28][c:29]([F:33])[cH:30][cH:31]3)[cH:2][cH:3][cH:4][cH:5][cH:6]1. Starting materials: CC1=CC(=C2C(=N1)N(C=N2)C2=C(C=C(C=C2C)C)C)NC(CCl)=O (N-[5-methyl-3-(2,4,6-trimethylphenyl)imidazolo[5,4-b]pyridin-7-yl]-2-chloroacetamide). The solvent is C1CCOC1 (THF). Product: ClCCNC1=C2C(=NC(=C1)C)N(C=N2)C2=C(C=C(C=C2C)C)C ((2-Chloroethyl)[5-methyl-3-(2,4,6-trimethylphenyl)imidazolo[5,4-b]pyridin-7-yl]-amine). RXN SMILES: [CH3:1][C:2]1[N:7]=[C:6]2[N:8]([C:11]3[C:16]([CH3:17])=[CH:15][C:14]([CH3:18])=[CH:13][C:12]=3[CH3:19])[CH:9]=[N:10][C:5]2=[C:4]([NH:20][C:21](=O)[CH2:22][Cl:23])[CH:3]=1>C1COCC1>[Cl:23][CH2:22][CH2:21][NH:20][C:4]1[CH:3]=[C:2]([CH3:1])[N:7]=[C:6]2[N:8]([C:11]3[C:16]([CH3:17])=[CH:15][C:14]([CH3:18])=[CH:13][C:12]=3[CH3:19])[CH:9]=[N:10][C:5]=12. Procedure: Treat a solution of N-[5-methyl-3-(2,4,6-trimethylphenyl)imidazolo[5,4-b]pyridin-7-yl]-2-chloroacetamide (0.04 g, 0.10 mmol) in THF (5 mL) with borane-methyl sulfide complex (0.03 mL, 0.30 mmol). Heat the mixture to reflux for 8 h and quench at ambient temperature with a large excess of MeOH), followed by 6N HCl (2 mL). Re-heat the mixture to reflux for 1 h, then concentrate under reduced pressure to obtain the title compound as a yellow solid. Starting materials: O=C(CC(=O)OC)COCC#C (Methyl 3-Oxo-4-(prop-2-ynyloxy)butyrate), C1(=CC=CC=C1)C1=CC=C(C=O)C=C1 (4-phenylbenzaldehyde), CC1(CC(=O)CC(=O)C1)C (dimedone), C(C)(=O)[O-].[NH4+] (ammonium acetate), II (I2). Reagents/catalysts: C(C)O (ethanol). Reaction conditions: time 17 hour. Product: O=C(CC(=O)OC)CC (methyl 3-ketopentanoate). Yield: 113.2%. As a reaction SMILES: [O:1]=[C:2]([CH2:8]OCC#C)[CH2:3][C:4]([O:6][CH3:7])=[O:5].[C:13]1(C2C=CC(C=O)=CC=2)C=CC=CC=1.CC1(C)CC(=O)CC(=O)C1.C([O-])(=O)C.[NH4+].II>C(O)C>[O:1]=[C:2]([CH2:8][CH3:13])[CH2:3][C:4]([O:6][CH3:7])=[O:5] |f:3.4|. Procedure details: A mixture of methyl 3-oxo-4-(prop-2-ynyloxy)butyrate (2) (220 mg, 1.29 mmol), 4-phenylbenzaldehyde (247 mg, 1.29 mmol), dimedone (183 mg, 1.29 mmol), ammonium acetate (103 mg, 1.29 mmol), I2 (98 mg, 0.39 mmol), and ethanol (15 drops) is stirred under argon for 17 h, quenched with 5% Na2S2O3 (30 mL), and extracted with ethyl acetate (50 mL and 30 mL). The extract is washed (5% Na2S2O3, H2O, and brine), and dried. After solvent removal at reduced pressure, the residue is crystallized (ethanol) to ...